This data is from the Open Reaction Database (ORD), a public repository of structured organic reaction records. The task is: describe an organic reaction: reactants, conditions, products, and yield Starting materials: O=C([O-])[O-], CSc1ccc(B(O)O)cc1, COCCOC, CC(C)(c1cc(-c2cccc(C(=O)Nc3ccc(Cl)nc3)c2)c2ncccc2c1)S(C)(=O)=O, [Na+], [Na+], O. Yields the product CSc1ccc(-c2ccc(NC(=O)c3cccc(-c4cc(C(C)(C)S(C)(=O)=O)cc5cccnc45)c3)cn2)cc1. As a reaction SMILES: [C:45](=[O:46])([O-:47])[O-:48].[CH3:34][S:35][c:36]1[cH:37][cH:38][c:39]([B:42]([OH:43])[OH:44])[cH:40][cH:41]1.[CH3:51][O:52][CH2:53][CH2:54][O:55][CH3:56].[Cl:1][c:2]1[cH:3][cH:4][c:5]([NH:8][C:9]([c:10]2[cH:11][c:12](-[c:16]3[cH:17][c:18]([C:26]([CH3:27])([CH3:28])[S:29](=[O:30])(=[O:31])[CH3:32])[cH:19][c:20]4[cH:21][cH:22][cH:23][n:24][c:25]34)[cH:13][cH:14][cH:15]2)=[O:33])[cH:6][n:7]1.[Na+:49].[Na+:50].[OH2:57]>>[c:2]1(-[c:39]2[cH:38][cH:37][c:36]([S:35][CH3:34])[cH:41][cH:40]2)[cH:3][cH:4][c:5]([NH:8][C:9]([c:10]2[cH:11][c:12](-[c:16]3[cH:17][c:18]([C:26]([CH3:27])([CH3:28])[S:29](=[O:30])(=[O:31])[CH3:32])[cH:19][c:20]4[cH:21][cH:22][cH:23][n:24][c:25]34)[cH:13][cH:14][cH:15]2)=[O:33])[cH:6][n:7]1. The reactants are NC1=NC(c2cc(Br)ccc2F)(C(F)F)COC1, Cc1cc(C#N)cnc1C(N)=O, CNCCNC, [Cu]I, [K+], [K+], [K+], C1COCCO1, O=P([O-])([O-])[O-]. The product is Cc1cc(C#N)cnc1C(=O)Nc1ccc(F)c(C2(C(F)F)COCC(N)=N2)c1. RXN SMILES: [Br:1][c:2]1[cH:3][cH:4][c:5]([F:18])[c:6]([C:8]2([CH:15]([F:16])[F:17])[N:9]=[C:10]([NH2:14])[CH2:11][O:12][CH2:13]2)[cH:7]1.[C:19](#[N:20])[c:21]1[cH:22][c:23]([CH3:30])[c:24]([C:27](=[O:28])[NH2:29])[n:25][cH:26]1.[CH3:39][NH:40][CH2:41][CH2:42][NH:43][CH3:44].[Cu:45][I:46].[K+:36].[K+:37].[K+:38].[O:47]1[CH2:48][CH2:49][O:50][CH2:51][CH2:52]1.[P:31]([O-:32])([O-:33])([O-:34])=[O:35]>>[c:2]1([NH:29][C:27]([c:24]2[c:23]([CH3:30])[cH:22][c:21]([C:19]#[N:20])[cH:26][n:25]2)=[O:28])[cH:3][cH:4][c:5]([F:18])[c:6]([C:8]2([CH:15]([F:16])[F:17])[N:9]=[C:10]([NH2:14])[CH2:11][O:12][CH2:13]2)[cH:7]1. The reactants are [BH3-]C#N, CCO, ClC(Cl)(Cl)Cl, CCOC(=O)C(=O)CCc1ccc(Cl)cc1, CC(N)C(=O)N1CCCC1C(=O)O, [Na+]. The product is CCOC(=O)C(CCc1ccc(Cl)cc1)NC(C)C(=O)N1CCCC1C(=O)O. As a reaction SMILES: [C:35]([BH3-:36])#[N:37].[CH3:39][CH2:40][OH:41].[Cl:17][C:18]([Cl:19])([Cl:20])[Cl:21].[Cl:1][c:2]1[cH:3][cH:4][c:5]([CH2:8][CH2:9][C:10]([C:11](=[O:12])[O:13][CH2:14][CH3:15])=[O:16])[cH:6][cH:7]1.[NH2:22][CH:23]([CH3:24])[C:25](=[O:26])[N:27]1[CH:28]([C:29](=[O:30])[OH:31])[CH2:32][CH2:33][CH2:34]1.[Na+:38]>>[Cl:1][c:2]1[cH:3][cH:4][c:5]([CH2:8][CH2:9][CH:10]([C:11](=[O:12])[O:13][CH2:14][CH3:15])[NH:22][CH:23]([CH3:24])[C:25](=[O:26])[N:27]2[CH:28]([C:29](=[O:30])[OH:31])[CH2:32][CH2:33][CH2:34]2)[cH:6][cH:7]1. Reactants: ClC1=CC(=C(C=C1)C1=CC=C(C=C1)C(CCC(=O)O)=O)C (4-(4'-chloro-2'-methyl-4-biphenylyl)-4-oxo-butyric acid), C1(CCCCC1)N (cyclohexylamine). Run in C(C)(=O)OCC (ethyl acetate). Product: ClC1=CC(=C(C=C1)C1=CC=C(C=C1)CCCC(=O)O)C (4-(4'-Chloro-2'-methyl-4-biphenylyl)-butyric acid). The yield is 76.0%. Reaction SMILES: [Cl:1][C:2]1[CH:7]=[CH:6][C:5]([C:8]2[CH:13]=[CH:12][C:11]([C:14](=O)[CH2:15][CH2:16][C:17]([OH:19])=[O:18])=[CH:10][CH:9]=2)=[C:4]([CH3:21])[CH:3]=1.C1(N)CCCCC1>C(OCC)(=O)C>[Cl:1][C:2]1[CH:7]=[CH:6][C:5]([C:8]2[CH:13]=[CH:12][C:11]([CH2:14][CH2:15][CH2:16][C:17]([OH:19])=[O:18])=[CH:10][CH:9]=2)=[C:4]([CH3:21])[CH:3]=1. Procedure: Prepared analogous to Example 1 by reduction of 4-(4'-chloro-2'-methyl-4-biphenylyl)-4-oxo-butyric acid. Yield: 76%. Melting point of the cyclohexylamine salt: 145.5°-147° C. (from ethyl acetate). Starting materials: O=CO, CCN(C(=O)NCCCl)C1OC(CO)C(O)C(O)C1O, O=N[O-], [Na+]. The product is CCN(C(=O)N(CCCl)N=O)C1OC(CO)C(O)C(O)C1O. As a reaction SMILES: [CH:25]([OH:26])=[O:27].[Cl:1][CH2:2][CH2:3][NH:4][C:5](=[O:6])[N:7]([CH:8]1[CH:9]([OH:10])[CH:11]([OH:12])[CH:13]([OH:14])[CH:15]([CH2:17][OH:18])[O:16]1)[CH2:19][CH3:20].[N:21](=[O:22])[O-:23].[Na+:24]>>[Cl:1][CH2:2][CH2:3][N:4]([C:5](=[O:6])[N:7]([CH:8]1[CH:9]([OH:10])[CH:11]([OH:12])[CH:13]([OH:14])[CH:15]([CH2:17][OH:18])[O:16]1)[CH2:19][CH3:20])[N:21]=[O:22]. Reactants: OC1=CC(=C(C=O)C(=C1)C)C (4-hydroxy-2,6-dimethylbenzaldehyde), CC1(OC[C@H](O1)CO)C (((R)-2,2-dimethyl-[1,3]dioxolan-4-yl)-methanol), C1=CC=C(C=C1)P(C2=CC=CC=C2)C3=CC=CC=C3 (PPh3), CCOC(=O)/N=N/C(=O)OCC (DEAD), solution. Run in C1CCOC1 (THF). Reaction conditions: time 8 hour. Yields the product CC1(OC[C@H](O1)COC1=CC(=C(C=O)C(=C1)C)C)C (4-((R)-2,2-dimethyl-[1,3]dioxolan-4-ylmethoxy)-2,6-dimethylbenzaldehyde). As a reaction SMILES: [OH:1][C:2]1[CH:9]=[C:8]([CH3:10])[C:5]([CH:6]=[O:7])=[C:4]([CH3:11])[CH:3]=1.[CH3:12][C:13]1([CH3:20])[O:17][C@H:16]([CH2:18]O)[CH2:15][O:14]1.C1C=CC(P(C2C=CC=CC=2)C2C=CC=CC=2)=CC=1.CCOC(/N=N/C(OCC)=O)=O>C1COCC1>[CH3:12][C:13]1([CH3:20])[O:17][C@H:16]([CH2:18][O:1][C:2]2[CH:3]=[C:4]([CH3:11])[C:5]([CH:6]=[O:7])=[C:8]([CH3:10])[CH:9]=2)[CH2:15][O:14]1. Procedure: To a solution of 4-hydroxy-2,6-dimethylbenzaldehyde (150 mg, 1.0 mmol) and ((R)-2,2-dimethyl-[1,3]dioxolan-4-yl)-methanol (132 mg, 1.0 mmol) in THF (10 mL) was added PPh3-resin (553 mg, 2.13 mmol/g) and DEAD (0.54 mL of a 40% solution, 1.2 mmol) and the suspension was stirred at ambient temperature overnight. The reaction mixture was filtered and partioned between water and EtOAc. The aqueous layer was extracted with EtOAc and the organic layer was dried with MgSO4, filtered and concentrated. Pu...